Dataset: the Open Reaction Database (ORD), a public repository of structured organic reaction records. Task: describe an organic reaction: reactants, conditions, products, and yield The reactants are COc1ccc(C#N)cc1, C1CCOC1, CCOC(C)=O, Cl. Yields the product CCOC(=O)CC(=O)c1ccc(OC)cc1. As a reaction SMILES: [C:1]([c:2]1[cH:3][cH:4][c:5]([O:8][CH3:9])[cH:6][cH:7]1)#[N:10].[CH2:18]1[CH2:21][CH2:20][CH2:19][O:22]1.[CH3:12][CH2:13][O:14][C:15]([CH3:16])=[O:17].[ClH:11]>>[C:1]([c:2]1[cH:3][cH:4][c:5]([O:8][CH3:9])[cH:6][cH:7]1)([CH2:16][C:15]([O:14][CH2:13][CH3:12])=[O:17])=[O:22]. Reactants: C(C#C)(=O)O (propiolic acid), N1(C=NC=C1)C(=O)N1C=NC=C1 (1-(1H-imidazol-1-ylcarbonyl)-1H-imidazole), C(C)C=1N=C(NC1CC)CC(=O)C1=CC=C(C=C1)F (2-(4,5-Diethyl-1H-imidazol-2-yl)-1-(4-fluorophenyl)ethanone). Product: C(C)C=1NC=2N(C(C=CC2C(C2=CC=C(C=C2)F)=O)=O)C1CC (2,3-Diethyl-8-(4-fluorobenzoyl)imidazo[1,2-a]pyridin-5(1H)-one). RXN SMILES: [C:1](O)(=[O:4])[C:2]#[CH:3].N1(C(N2C=CN=C2)=O)C=CN=C1.[CH2:18]([C:20]1[N:21]=[C:22]([CH2:27][C:28]([C:30]2[CH:35]=[CH:34][C:33]([F:36])=[CH:32][CH:31]=2)=[O:29])[NH:23][C:24]=1[CH2:25][CH3:26])[CH3:19]>>[CH2:25]([C:24]1[NH:23][C:22]2[N:21]([C:20]=1[CH2:18][CH3:19])[C:1](=[O:4])[CH:2]=[CH:3][C:27]=2[C:28](=[O:29])[C:30]1[CH:35]=[CH:34][C:33]([F:36])=[CH:32][CH:31]=1)[CH3:26]. Procedure: The compound is prepared as described in example 6 with 122.1 mg (1.67 mmol) of propiolic acid, 325.6 mg (2.01 mmol) of 1-(1H-imidazol-1-ylcarbonyl)-1H-imidazole and 300 mg (1.12 mmol) of 2-(4,5-Diethyl-1H-imidazol-2-yl)-1-(4-fluorophenyl)ethanone (example XXVII). Reactants: CCOC(C)=O, CS(=O)(=O)Nc1cc([N+](=O)[O-])ccc1OC1CCCCC1, [Cl-], [Fe], [NH4+], O. The product is CS(=O)(=O)Nc1cc(N)ccc1OC1CCCCC1. As a reaction SMILES: [CH3:24][CH2:25][O:26][C:27](=[O:28])[CH3:29].[CH:3]1([O:9][c:10]2[c:11]([NH:19][S:20](=[O:21])(=[O:22])[CH3:23])[cH:12][c:13]([N+:16]([O-:17])=[O:18])[cH:14][cH:15]2)[CH2:4][CH2:5][CH2:6][CH2:7][CH2:8]1.[Cl-:1].[Fe:30].[NH4+:2].[OH2:31]>>[CH:3]1([O:9][c:10]2[c:11]([NH:19][S:20](=[O:21])(=[O:22])[CH3:23])[cH:12][c:13]([NH2:16])[cH:14][cH:15]2)[CH2:4][CH2:5][CH2:6][CH2:7][CH2:8]1.